From a dataset of the Open Reaction Database (ORD), a public repository of structured organic reaction records. describe an organic reaction: reactants, conditions, products, and yield As a reaction SMILES: [C:1](=[O:19])([O:17][CH3:18])[O:2][C:3]1[CH:8]=[CH:7][C:6]([F:9])=[CH:5][C:4]=1[C:10]1([CH3:16])[CH2:15][CH2:14][CH2:13][CH2:12][CH2:11]1.[N+:20]([O-])([O-:22])=[O:21].[K+]>S(=O)(=O)(O)O>[C:1](=[O:19])([O:17][CH3:18])[O:2][C:3]1[CH:8]=[C:7]([N+:20]([O-:22])=[O:21])[C:6]([F:9])=[CH:5][C:4]=1[C:10]1([CH3:16])[CH2:15][CH2:14][CH2:13][CH2:12][CH2:11]1 |f:1.2|. Reaction conditions: time 15 minute. The product is C(OC1=C(C=C(C(=C1)[N+](=O)[O-])F)C1(CCCCC1)C)(OC)=O (4-fluoro-2-(1-methylcyclohexyl)-5-nitrophenyl methyl carbonate). The reactants are C(OC1=C(C=C(C=C1)F)C1(CCCCC1)C)(OC)=O (4-fluoro-2-(1-methylcyclohexyl)phenyl methyl carbonate), [N+](=O)([O-])[O-].[K+] (KNO3). Procedure: To a solution of 4-fluoro-2-(1-methylcyclohexyl)phenyl methyl carbonate (21.5 g, 81 mmol) in 10 mL of concentrated sulfuric acid was added drop-wise to ice cold mixture of concentrated sulfuric acid (120 mL) and KNO3 (8.2 g, 81 mmol) at 0° C. After addition, the reaction mixture was stirred for 15 min while warming to ambient temperature, poured onto crushed ice, extracted with ethyl acetate (120 mL×3). The organic layer was washed with brine, dried over MgSO4, and evaporated under vacuum. The r... Yield: 161.8%. The solvent is S(O)(O)(=O)=O (sulfuric acid), S(O)(O)(=O)=O (sulfuric acid). Reactants: C(C)OC=1C=C(C=CC1OC)C(CS(=O)(=O)C)N1C(C2=CC=C(C=C2C1=O)[N+](=O)[O-])=O (2-[1-(3-ethoxy-4-methoxyphenyl)-2-methylsulfonylethyl]-5-nitro-isoindoline-1,3-dione). The reagents and catalysts are [Pd] (Pd/C). Run in C(C)(=O)OCC (ethyl acetate), C(Cl)Cl (methylene chloride), CCCCCC (hexane). Reaction conditions: time 7 hour. The product is C(C)OC=1C=C(C=CC1OC)C(CS(=O)(=O)C)N1C(C2=CC=C(C=C2C1=O)N)=O (2-[1-(3-ethoxy-4-methoxyphenyl)-2-methylsulfonylethyl]-5-aminoisoindoline-1,3-dione). Isolated yield 89.8%. As a reaction SMILES: [CH2:1]([O:3][C:4]1[CH:5]=[C:6]([CH:12]([N:18]2[C:26](=[O:27])[C:25]3[C:20](=[CH:21][CH:22]=[C:23]([N+:28]([O-])=O)[CH:24]=3)[C:19]2=[O:31])[CH2:13][S:14]([CH3:17])(=[O:16])=[O:15])[CH:7]=[CH:8][C:9]=1[O:10][CH3:11])[CH3:2]>C(OCC)(=O)C.C(Cl)Cl.CCCCCC.[Pd]>[CH2:1]([O:3][C:4]1[CH:5]=[C:6]([CH:12]([N:18]2[C:26](=[O:27])[C:25]3[C:20](=[CH:21][CH:22]=[C:23]([NH2:28])[CH:24]=3)[C:19]2=[O:31])[CH2:13][S:14]([CH3:17])(=[O:16])=[O:15])[CH:7]=[CH:8][C:9]=1[O:10][CH3:11])[CH3:2]. Reported procedure: A mixture of 2-[1-(3-ethoxy-4-methoxyphenyl)-2-methylsulfonylethyl]-5-nitro-isoindoline-1,3-dione (600 mg, 1.33 mmol) and Pd/C (100 mg, 10%) in ethyl acetate (40 mL) was shaken under hydrogen (50 psi) for 7 h in Parr type shaker. The mixture was filtered through a pad of celite, and the pad was washed with ethyl acetate (50 mL). The filtrate was concentrated in vacuo to give a solid. The solid was stirred in a mixture of methylene chloride (2 mL) and hexane (10 mL). The resulting suspension was ... Starting materials: FC1=C(C=CC=C1)[N+](=O)[O-] (1-fluoro-2-nitrobenzene), N1CCCC2=CC=CC=C12 (1,2,3,4-tetrahydroquinoline), N1=C(C=C(C=C1C)C)C (collidine). The solvent is CC1=C(C(=CC=C1)C)C (1,2,3-trimethylbenzene). Yields the product [N+](=O)([O-])C1=C(C=CC=C1)N1CCCC2=CC=CC=C12 (1-(2-Nitrophenyl)-1,2,3,4-tetrahydroquinoline). Yield: 22.2%. Reaction SMILES: F[C:2]1[CH:7]=[CH:6][CH:5]=[CH:4][C:3]=1[N+:8]([O-:10])=[O:9].[NH:11]1[C:20]2[C:15](=[CH:16][CH:17]=[CH:18][CH:19]=2)[CH2:14][CH2:13][CH2:12]1.N1C(C)=CC(C)=CC=1C>CC1C=CC=C(C)C=1C>[N+:8]([C:3]1[CH:4]=[CH:5][CH:6]=[CH:7][C:2]=1[N:11]1[C:20]2[C:15](=[CH:16][CH:17]=[CH:18][CH:19]=2)[CH2:14][CH2:13][CH2:12]1)([O-:10])=[O:9]. Procedure details: A stirred mixture, under nitrogen, of 70.6 g (0.50 mole) of 1-fluoro-2-nitrobenzene, 133.2 g (1.00 mole) of 1,2,3,4-tetrahydroquinoline and 121.2 g (1.00 mole) of symmetrical collidine in 500 ml of 1,2,3-trimethylbenzene was refluxed (bp 178°) for 5 days. The mixture was concentrated in vacuo. The residue was taken up in 1000 ml of chloroform and extracted with 500 ml of 2N-hdrochloric acid. The aqueous phase was back extracted with 250 ml of chloroform. The combined organic layers were washed 3...